The task is: describe an organic reaction: reactants, conditions, products, and yield. This data is from the Open Reaction Database (ORD), a public repository of structured organic reaction records. Reactants: O(C1=CC=CC=C1)C(=O)NC1=CN=NS1 (5-phenoxycarbonylamino-1,2,3-thiadiazole), NC1=NC=CC=C1 (2-aminopyridine). The solvent is CC(=O)C (acetone). Product: N1=C(C=CC=C1)NC(=O)NC1=CN=NS1 (1-(2-pyridyl)-3-(1,2,3-thiadiazole-5-yl)-urea). Reaction SMILES: O([C:8]([NH:10][C:11]1[S:15][N:14]=[N:13][CH:12]=1)=[O:9])C1C=CC=CC=1.[NH2:16][C:17]1[CH:22]=[CH:21][CH:20]=[CH:19][N:18]=1>CC(C)=O>[N:18]1[CH:19]=[CH:20][CH:21]=[CH:22][C:17]=1[NH:16][C:8]([NH:10][C:11]1[S:15][N:14]=[N:13][CH:12]=1)=[O:9]. Procedure: 16.5 g (0.075 mol) 5-phenoxycarbonylamino-1,2,3-thiadiazole are suspended in 150 ml acetone and reacted with 9.4 g (0.1 mol) of 2-aminopyridine. The reaction mass is then refluxed for 3 hours. After cooling to room temperature the formed light brown crystals are removed by suction and dried. They are then recrystallized from ethanol. There is thus obtained the above noted title compound (compound No. 1). Starting materials: FC1=C(C(=O)O)C=CC(=C1)S(=O)(=O)C (2-fluoro-4-methylsulphonylbenzoic acid), S(=O)(Cl)Cl (thionyl chloride). The product is FC1=C(C(=O)Cl)C=CC(=C1)S(=O)(=O)C (2-fluoro-4-methylsulphonylbenzoyl chloride). As a reaction SMILES: [F:1][C:2]1[CH:10]=[C:9]([S:11]([CH3:14])(=[O:13])=[O:12])[CH:8]=[CH:7][C:3]=1[C:4](O)=[O:5].S(Cl)([Cl:17])=O>>[F:1][C:2]1[CH:10]=[C:9]([S:11]([CH3:14])(=[O:13])=[O:12])[CH:8]=[CH:7][C:3]=1[C:4]([Cl:17])=[O:5]. Procedure details: A mixture of 2-fluoro-4-methylsulphonylbenzoic acid (6.0 g) and thionyl chloride were stirred and heated at reflux for 2 hours. The mixture was cooled and evaporated to dryness. Toluene was added and the solvent re-evaporated to give 2-fluoro-4-methylsulphonylbenzoyl chloride (6.5 g) as a brown solid which was not further purified. Reaction SMILES: [CH3:1][O:2][c:3]1[n:4][cH:5][cH:6][c:7]([CH2:9][NH:10][C:11](=[O:12])[c:13]2[c:14]3[cH:15][n:16][n:17](-[c:22]4[cH:23][cH:24][c:25]([F:28])[cH:26][cH:27]4)[c:18]3[cH:19][cH:20][cH:21]2)[cH:8]1.[CH3:36][CH2:37][O:38][C:39](=[O:40])[CH3:41].[ClH:29].[OH2:42].[nH+:30]1[cH:31][cH:32][cH:33][cH:34][cH:35]1>>[O:2]=[c:3]1[nH:4][cH:5][cH:6][c:7]([CH2:9][NH:10][C:11](=[O:12])[c:13]2[c:14]3[cH:15][n:16][n:17](-[c:22]4[cH:23][cH:24][c:25]([F:28])[cH:26][cH:27]4)[c:18]3[cH:19][cH:20][cH:21]2)[cH:8]1. Reactants: COc1cc(CNC(=O)c2cccc3c2cnn3-c2ccc(F)cc2)ccn1, CCOC(C)=O, Cl, O, c1cc[nH+]cc1. The product is O=C(NCc1cc[nH]c(=O)c1)c1cccc2c1cnn2-c1ccc(F)cc1.